Dataset: the Open Reaction Database (ORD), a public repository of structured organic reaction records. Task: describe an organic reaction: reactants, conditions, products, and yield RXN SMILES: [F:1][C:2]1[CH:3]=[CH:4][C:5]([C@@H:8]([NH:10][C:11]2[CH:16]=[N:15][CH:14]=[C:13]([NH:17][C:18]3[C:19]([O:24]C)=[N:20][CH:21]=[CH:22][CH:23]=3)[N:12]=2)[CH3:9])=[N:6][CH:7]=1>Br>[F:1][C:2]1[CH:3]=[CH:4][C:5]([C@@H:8]([NH:10][C:11]2[N:12]=[C:13]([NH:17][C:18]3[C:19](=[O:24])[NH:20][CH:21]=[CH:22][CH:23]=3)[CH:14]=[N:15][CH:16]=2)[CH3:9])=[N:6][CH:7]=1. Isolated yield 103.6%. Solvent: Br (hydrogen bromide). Procedure: A suspension of N-[(1S)-1-(5-fluoropyridin-2-yl)ethyl]-N′-(2-methoxypyridin-3-yl) pyrazine-2,6-diamine (Preparation 12b, 100 mg, 0.29 mmol) in 48% aqueous hydrogen bromide solution (1 mL) was stirred and heated at 100° C. for 3 hours. After cooling to ambient temperature, the solvent was evaporated under reduced pressure. The residue was treated with acetonitrile and the solid that formed was filtered and dried to give the hydrobromide salt of the title compound (98 mg, 68%) as a yellow solid. The reactants are FC=1C=CC(=NC1)[C@H](C)NC1=NC(=CN=C1)NC=1C(=NC=CC1)OC (N-[(1S)-1-(5-fluoropyridin-2-yl)ethyl]-N′-(2-methoxypyridin-3-yl) pyrazine-2,6-diamine). Run at temperature 100 celsius. The product is hydrobromide salt, FC=1C=CC(=NC1)[C@H](C)NC1=CN=CC(=N1)NC=1C(NC=CC1)=O (3-[(6-{[(1S)-1-(5-Fluoropyridin-2-yl)ethyl]amino}pyrazin-2-yl)amino]pyridin-2(1H)-one). Reactants: N#Cc1cccc(CBr)c1, O=C([O-])[O-], CCC(C)=O, [Cs+], [Cs+], O=C1Nc2ccccc2C12COc1cc3c(cc12)CCO3. The product is N#Cc1cccc(CN2C(=O)C3(COc4cc5c(cc43)CCO5)c3ccccc32)c1. Reaction SMILES: [Br:28][CH2:29][c:30]1[cH:31][c:32]([C:36]#[N:37])[cH:33][cH:34][cH:35]1.[C:22](=[O:23])([O-:24])[O-:25].[CH3:38][C:39](=[O:40])[CH2:41][CH3:42].[Cs+:26].[Cs+:27].[NH:1]1[C:2](=[O:21])[C:3]2([c:4]3[c:5]([cH:8][c:9]4[c:13]([cH:14]3)[CH2:12][CH2:11][O:10]4)[O:6][CH2:7]2)[c:15]2[cH:16][cH:17][cH:18][cH:19][c:20]21>>[N:1]1([CH2:29][c:30]2[cH:31][c:32]([C:36]#[N:37])[cH:33][cH:34][cH:35]2)[C:2](=[O:21])[C:3]2([c:4]3[c:5]([cH:8][c:9]4[c:13]([cH:14]3)[CH2:12][CH2:11][O:10]4)[O:6][CH2:7]2)[c:15]2[cH:16][cH:17][cH:18][cH:19][c:20]21. The reactants are CN1C(CC(CC1(C)C)=NO)(C)C (1,2,2,6,6-pentamethylpiperidin-4-one oxime), C(C1=CC=CC=C1)=O (benzaldehyde), white solid. Product: C1(=CC=CC=C1)C=[N+]([O-])C1CC(N(C(C1)(C)C)C)(C)C (alpha-Phenyl-N-(1,2,2,6,6-pentamethylpiperidin-4-yl) nitrone). As a reaction SMILES: [CH3:1][N:2]1[C:7]([CH3:9])([CH3:8])[CH2:6][C:5](=[N:10][OH:11])[CH2:4][C:3]1([CH3:13])[CH3:12].[CH:14](=O)[C:15]1[CH:20]=[CH:19][CH:18]=[CH:17][CH:16]=1>>[C:15]1([CH:14]=[N+:10]([CH:5]2[CH2:6][C:7]([CH3:9])([CH3:8])[N:2]([CH3:1])[C:3]([CH3:13])([CH3:12])[CH2:4]2)[O-:11])[CH:20]=[CH:19][CH:18]=[CH:17][CH:16]=1. Reported procedure: Following the general procedure of Example 1, the title compound is prepared from 5.0 g (29.4 mmol) of 1,2,2,6,6-pentamethylpiperidin-4-one oxime and 3.1 g [29 mmol) of benzaldehyde in a yield of 2.3 g (30%) of a white solid which after recrystallization from heptane melts at 104°-105° C. 1HMR (200 MHz, CDCl3)δ 8.26 (m, 2H's); 7.45 (s, 1H); 7.40 (m, 3H's); 4.18 (tt, IH); 2.28 (s, 3H's); 2.13 (t, 2H's); 1.93 (dd, 2H's); 1.23 (s, 6H's); 1.10 (s, 6H's). IR (CDCl3) 3020, 2950, 1570, 1550, Starting materials: C(C)NC1=CC(=C(C=C1)F)C (N-ethyl-4-fluoro-3-methyl-aniline), C(C)(=O)N1CC1 (N-acetylaziridine). Solvent: CO (methanol). The product is C(C)(=O)NCCN(C1=CC(=C(C=C1)F)C)CC (N-(2-acetamidoethyl)-N-ethyl-4-fluoro-3-methyl-aniline). As a reaction SMILES: [CH2:1]([NH:3][C:4]1[CH:9]=[CH:8][C:7]([F:10])=[C:6]([CH3:11])[CH:5]=1)[CH3:2].[C:12]([N:15]1[CH2:17][CH2:16]1)(=[O:14])[CH3:13]>CO>[C:12]([NH:15][CH2:17][CH2:16][N:3]([CH2:1][CH3:2])[C:4]1[CH:9]=[CH:8][C:7]([F:10])=[C:6]([CH3:11])[CH:5]=1)(=[O:14])[CH3:13]. Procedure details: 7.66 g (50 mMol) N-ethyl-4-fluoro-3-methyl-aniline and 4.68 g (55 mMol) N-acetylaziridine are refluxed in 100 ml methanol (abs.) for 15 hours. Then the reaction mixture is evaporated on a rotary evaporator and the residue is digested with diisopropylether. The solid thus obtained is filtered with suction, washed with diisopropylether and dried. The reactants are CNC, CCO, Cc1cccc(Nc2cc(Nc3cccc(OCC4CO4)c3)ncn2)c1, CN(C)C=O, O. Yields the product Cc1cccc(Nc2cc(Nc3cccc(OCC(O)CN(C)C)c3)ncn2)c1. RXN SMILES: [CH3:27][NH:28][CH3:29].[CH3:30][CH2:31][OH:32].[O:1]1[CH:2]([CH2:3][O:4][c:5]2[cH:6][c:7]([NH:8][c:9]3[n:10][cH:11][n:12][c:13]([NH:15][c:16]4[cH:17][c:18]([CH3:22])[cH:19][cH:20][cH:21]4)[cH:14]3)[cH:23][cH:24][cH:25]2)[CH2:26]1.[O:33]=[CH:34][N:35]([CH3:36])[CH3:37].[OH2:38]>>[OH:1][CH:2]([CH2:3][O:4][c:5]1[cH:6][c:7]([NH:8][c:9]2[n:10][cH:11][n:12][c:13]([NH:15][c:16]3[cH:17][c:18]([CH3:22])[cH:19][cH:20][cH:21]3)[cH:14]2)[cH:23][cH:24][cH:25]1)[CH2:26][N:28]([CH3:27])[CH3:29]. Reactants: C(C)OC(=O)C1(CCN(CC1)OCCC1=CC=CC=C1)S(=O)(=O)C1=CC=C(C=C1)OC (4-(4-methoxy-benzenesulfonyl)-1-(2-phenyl-ethoxy)-piperidine-4- carboxylic acid ethyl ester), C1CCOC1.CO (THF methanol). The solvent is [OH-].[Na+] (NaOH). Product: COC1=CC=C(C=C1)S(=O)(=O)C1(CCN(CC1)CCOC1=CC=CC=C1)C(=O)O (4-(4-methoxy-benzenesulfonyl)-1-(2-phenoxy-ethyl)-piperidine-4-carboxylic acid). RXN SMILES: C([O:3][C:4]([C:6]1([S:21]([C:24]2[CH:29]=[CH:28][C:27]([O:30][CH3:31])=[CH:26][CH:25]=2)(=[O:23])=[O:22])[CH2:11][CH2:10][N:9](OCCC2C=CC=CC=2)[CH2:8][CH2:7]1)=[O:5])C.[CH2:32]1[CH2:36][O:35][CH2:34][CH2:33]1.CO>[OH-].[Na+]>[CH3:31][O:30][C:27]1[CH:26]=[CH:25][C:24]([S:21]([C:6]2([C:4]([OH:3])=[O:5])[CH2:7][CH2:8][N:9]([CH2:32][CH2:36][O:35][C:34]3[CH:33]=[CH:8][CH:7]=[CH:6][CH:4]=3)[CH2:10][CH2:11]2)(=[O:22])=[O:23])=[CH:29][CH:28]=1 |f:1.2,3.4|. Procedure: 4-(4-methoxy-benzenesulfonyl)-1-(2-phenoxy-ethyl)-piperidine-4-carboxylic acid was prepared starting from 4-(4-methoxy-benzenesulfonyl)-1-(2-phenyl-ethoxy)-piperidine-4- carboxylic acid ethyl ester (5.0 g, 11.1 Immol) dissolved in THF:methanol 3:1 and 10N NaOH (40 ml). The resulting reaction mixture was worked up as outlined in example 83. Yield 3.0 g (63%); off white powder; mp 235° C.; MS: 420.5 (M+H)+. The reactants are FC(C1=CC=NC=C1)(F)F (4-(trifluoromethyl)pyridine), Cl (hydrochloric acid). Reagents/catalysts: [Pt]=O (platinum oxide). Run in CO (methanol). Run at time 3 day. The product is Cl.FC(C1CCNCC1)(F)F (4-(trifluoromethyl)piperidine hydrochloride). As a reaction SMILES: [F:1][C:2]([F:10])([F:9])[C:3]1[CH:8]=[CH:7][N:6]=[CH:5][CH:4]=1.[ClH:11]>CO.[Pt]=O>[ClH:11].[F:1][C:2]([F:10])([F:9])[CH:3]1[CH2:8][CH2:7][NH:6][CH2:5][CH2:4]1 |f:4.5|. Procedure: Under atmosphere of argon, a solution of 4-(trifluoromethyl)pyridine (9.33 g) in methanol (80 mL) was added by concentrated hydrochloric acid (16 mL) and platinum oxide (510 mg) and stirred for three days at room temperature under hydrogen pressure. The reaction mixture was filtrated by celite (trade name) and the filtrate was concentrated. The residue was added by saturated sodium dicarbonate aqueous solution and extracted by ethyl acetate. The organic layer was washed with saturated brine, dri... The reactants are CC1(OC(CC(O1)=O)=O)C (2,2-dimethyl-1,3-dioxane-4,6-dione), [H-].[Na+] (sodium hydride), [Na] (sodium), CC1(OC(CC(O1)=O)=O)C (2,2-dimethyl-1,3-dioxane-4,6-dione), ClC1=C(C=CC=C1)C1C(=C(NC(=C1C(=O)OC)C)COCC(=O)O)C(=O)OCC (2-{[4-(2-chlorophenyl)-3-ethoxycarbonyl-5-methoxycarbonyl-6-methyl-1,4-dihydropyridin-2-yl]methoxy}acetic acid), C(=O)(N1C=NC=C1)N1C=NC=C1 (carbonyldiimidazole). Run in CN(C=O)C (dimethylformamide), CN(C=O)C (dimethylformamide), O1CCCC1 (tetrahydrofuran). Run at temperature 0 celsius, time 2.25 hour. The product is ClC1=C(C=CC=C1)C1C(=C(NC(=C1C(=O)OC)C)COCC(CC(=O)OCC)=O)C(=O)OCC (Ethyl 4-{[4-(2-chlorophenyl)-3-ethoxycarbonyl-5-methoxycarbonyl-6-methyl-1,4-dihydropyridin-2-yl]methoxy}acetoacetate). As a reaction SMILES: [Cl:1][C:2]1[CH:7]=[CH:6][CH:5]=[CH:4][C:3]=1[CH:8]1[C:13]([C:14]([O:16][CH3:17])=[O:15])=[C:12]([CH3:18])[NH:11][C:10]([CH2:19][O:20][CH2:21][C:22]([OH:24])=O)=[C:9]1[C:25]([O:27][CH2:28][CH3:29])=[O:26].C(N1C=CN=C1)(N1C=CN=C1)=O.[Na].[CH3:43][C:44]1(C)[O:49]C(=O)[CH2:47][C:46](=O)[O:45]1.[H-].[Na+]>O1CCCC1.CN(C)C=O>[Cl:1][C:2]1[CH:7]=[CH:6][CH:5]=[CH:4][C:3]=1[CH:8]1[C:13]([C:14]([O:16][CH3:17])=[O:15])=[C:12]([CH3:18])[NH:11][C:10]([CH2:19][O:20][CH2:21][C:22](=[O:24])[CH2:43][C:44]([O:45][CH2:46][CH3:47])=[O:49])=[C:9]1[C:25]([O:27][CH2:28][CH3:29])=[O:26] |f:4.5,^1:41|. Procedure: A solution of 2-{[4-(2-chlorophenyl)-3-ethoxycarbonyl-5-methoxycarbonyl-6-methyl-1,4-dihydropyridin-2-yl]methoxy}acetic acid (4.24 g) in tetrahydrofuran (60 ml) was treated with ice-cooling with carbonyldiimidazole (1.70 g) and the mixture stirred at 0° C. for 2.25 hours. This solution was added dropwise over 10 minutes to a solution of the sodium salt of 2,2-dimethyl-1,3-dioxane-4,6-dione in dimethylformamide (prepared by stirring a mixture of 2,2-dimethyl-1,3-dioxane-4,6-dione (1.44 g) and sod... Starting materials: CC(=O)c1ccc2[nH]c(-c3cc4ccccc4[nH]c3=O)cc2c1, [BH3-]C#N, C1COCCN1, CC(=O)O, CO, [Na+], C1COCCO1. Product: CC(c1ccc2[nH]c(-c3cc4ccccc4[nH]c3=O)cc2c1)N1CCOCC1. RXN SMILES: [C:1]([CH3:2])(=[O:3])[c:4]1[cH:5][c:6]2[cH:7][c:8](-[c:13]3[c:14](=[O:23])[nH:15][c:16]4[cH:17][cH:18][cH:19][cH:20][c:21]4[cH:22]3)[nH:9][c:10]2[cH:11][cH:12]1.[C:34]([BH3-:35])#[N:36].[CH2:24]1[CH2:25][O:26][CH2:27][CH2:28][NH:29]1.[CH3:30][C:31](=[O:32])[OH:33].[CH3:38][OH:39].[Na+:37].[O:40]1[CH2:41][CH2:42][O:43][CH2:44][CH2:45]1>>[CH:1]([CH3:2])([c:4]1[cH:5][c:6]2[cH:7][c:8](-[c:13]3[c:14](=[O:23])[nH:15][c:16]4[cH:17][cH:18][cH:19][cH:20][c:21]4[cH:22]3)[nH:9][c:10]2[cH:11][cH:12]1)[N:29]1[CH2:24][CH2:25][O:26][CH2:27][CH2:28]1.